Dataset: the Open Reaction Database (ORD), a public repository of structured organic reaction records. Task: describe an organic reaction: reactants, conditions, products, and yield Reactants: C(C1=CC=CC=C1)OC(=O)NC(=N)C1=CC=C(C=C1)N1CCN(CC1)C(=O)N[C@@H]1CC[C@H](CC1)C(=O)OCC(=O)N1CCOCC1 (1-[4-(N-benzyloxycarbonyl-amidino)-phenyl]-4-[N-[trans-4-[(morpholinocarbonyl)-methoxycarbonyl]-cyclohexyl]-aminocarbonyl]-piperazine), Cl (hydrochloric acid). The reagents and catalysts are [Pd] (palladium on activated charcoal), catalyst. Solvent: CN(C=O)C (dimethylformamide). The product is Cl.C(N)(=N)C1=CC=C(C=C1)N1CCN(CC1)C(=O)N[C@@H]1CC[C@H](CC1)C(=O)OCC(=O)N1CCOCC1 (1-(4-Amidinophenyl)-4-[N-[trans-4-[(morpholinocarbonyl)-me thoxycarbonyl]-cyclohexyl]-aminocarbonyl]-piperazine-hydrochloride). Reaction SMILES: C(OC([NH:11][C:12]([C:14]1[CH:19]=[CH:18][C:17]([N:20]2[CH2:25][CH2:24][N:23]([C:26]([NH:28][C@H:29]3[CH2:34][CH2:33][C@H:32]([C:35]([O:37][CH2:38][C:39]([N:41]4[CH2:46][CH2:45][O:44][CH2:43][CH2:42]4)=[O:40])=[O:36])[CH2:31][CH2:30]3)=[O:27])[CH2:22][CH2:21]2)=[CH:16][CH:15]=1)=[NH:13])=O)C1C=CC=CC=1.[ClH:47]>CN(C)C=O.[Pd]>[ClH:47].[C:12]([C:14]1[CH:19]=[CH:18][C:17]([N:20]2[CH2:21][CH2:22][N:23]([C:26]([NH:28][C@H:29]3[CH2:30][CH2:31][C@H:32]([C:35]([O:37][CH2:38][C:39]([N:41]4[CH2:46][CH2:45][O:44][CH2:43][CH2:42]4)=[O:40])=[O:36])[CH2:33][CH2:34]3)=[O:27])[CH2:24][CH2:25]2)=[CH:16][CH:15]=1)(=[NH:11])[NH2:13] |f:4.5|. Procedure: A solution of 300 mg of 1-[4-(N-benzyloxycarbonyl-amidino)-phenyl]-4-[N-[trans-4-[(morpholinocarbonyl)-methoxycarbonyl]-cyclohexyl]-aminocarbonyl]-piperazine in 20 ml dimethylformamide is hydrogenated for 2 hours in the presence of 0.3 g of a catalyst consisting of 10% palladium on activated charcoal under an excess hydrogen pressure of 5 bar. Ethereal hydrochloric acid is added and the mixture is filtered. The filtrate is evaporated down under reduced pressure and the residue remaining is tritu... Starting materials: CCO, [Cl-], [Fe], CC(C)(C)COc1ccc([N+](=O)[O-])cc1C#N, [NH4+], O. The product is CC(C)(C)COc1ccc(N)cc1C#N. As a reaction SMILES: [CH3:22][CH2:23][OH:24].[Cl-:1].[Fe:21].[N+:4]([O-:5])(=[O:6])[c:7]1[cH:8][cH:9][c:10]([O:15][CH2:16][C:17]([CH3:18])([CH3:19])[CH3:20])[c:11]([C:12]#[N:13])[cH:14]1.[NH4+:2].[OH2:3]>>[NH2:4][c:7]1[cH:8][cH:9][c:10]([O:15][CH2:16][C:17]([CH3:18])([CH3:19])[CH3:20])[c:11]([C:12]#[N:13])[cH:14]1. Starting materials: NC1=CC(=NN1C1=C(C2=C(C(C(O2)(F)F)(F)F)C=C1Cl)Cl)C#N (5-amino-3-cyano-1-(5,7-dichloro-2,2,3,3-tetrafluoro-2,3-dihydrobenzofuran-6-yl)pyrazole), S(=O)(Cl)Cl (thionyl chloride), FC(S(=O)[O-])(F)F.[Na+] (sodium trifluoromethanesulfinate), S(=O)(=O)(O)C1=CC=C(C)C=C1.CNC (dimethylamine tosylate). Solvent: C1(=CC=CC=C1)C (toluene), O (water). Conditions: temperature 55 celsius, time 10 hour. Yields the product NC1=C(C(=NN1C1=C(C2=C(C(C(O2)(F)F)(F)F)C=C1Cl)Cl)C#N)SC(F)(F)F (5-amino-3-cyano-1-(5,7-dichloro-2,2,3,3-tetrafluoro-2,3-dihydrobenzofuran-6-yl)-4-trifluoromethylsulfenylpyrazole). Isolated yield 24.6%. Reaction SMILES: [NH2:1][C:2]1[N:6]([C:7]2[C:19]([Cl:20])=[CH:18][C:10]3[C:11]([F:17])([F:16])[C:12]([F:15])([F:14])[O:13][C:9]=3[C:8]=2[Cl:21])[N:5]=[C:4]([C:22]#[N:23])[CH:3]=1.[F:24][C:25]([F:30])([F:29])[S:26]([O-])=O.[Na+].S(C1C=CC(C)=CC=1)(O)(=O)=O.CNC.S(Cl)(Cl)=O>C1(C)C=CC=CC=1.O>[NH2:1][C:2]1[N:6]([C:7]2[C:19]([Cl:20])=[CH:18][C:10]3[C:11]([F:16])([F:17])[C:12]([F:14])([F:15])[O:13][C:9]=3[C:8]=2[Cl:21])[N:5]=[C:4]([C:22]#[N:23])[C:3]=1[S:26][C:25]([F:30])([F:29])[F:24] |f:1.2,3.4|. Procedure: To a suspension wherein 5-amino-3-cyano-1-(5,7-dichloro-2,2,3,3-tetrafluoro-2,3-dihydrobenzofuran-6-yl)pyrazole (734 mg, 2.00 mmol), sodium trifluoromethanesulfinate (624 mg, 4.00 mmol) and dimethylamine tosylate (1.086 g, 5.00 mmol) are in toluene (5 ml), thionyl chloride (476 mg, 2.00 ml) was added dropwise under ice cooling over a period of about 10 minutes and then stirred at 50 to 60° C. for 10 hours. After allowing time to cool, the reaction solution was poured into water, extracted with e... The reactants are CCN=C=NCCCN(C)C, CO, CCOCC, CCN(C(C)C)C(C)C, O=C(O)c1cc2cc(Cl)ccc2[nH]1, Cl, Cl, NC1Cc2ccccc2CNC1=O, C1CCOC1, On1nnc2cccnc21. Yields the product O=C(NC1Cc2ccccc2CNC1=O)c1cc2cc(Cl)ccc2[nH]1. Reaction SMILES: [CH3:39][N:40]([CH3:41])[CH2:42][CH2:43][CH2:44][N:45]=[C:46]=[N:47][CH2:48][CH3:49].[CH3:59][OH:60].[CH3:61][CH2:62][O:63][CH2:64][CH3:65].[CH:50]([N:51]([CH:52]([CH3:53])[CH3:54])[CH2:55][CH3:56])([CH3:57])[CH3:58].[Cl:15][c:16]1[cH:17][c:18]2[cH:19][c:20]([C:25](=[O:26])[OH:27])[nH:21][c:22]2[cH:23][cH:24]1.[ClH:1].[ClH:38].[NH2:2][CH:3]1[C:4](=[O:14])[NH:5][CH2:6][c:7]2[c:8]([cH:10][cH:11][cH:12][cH:13]2)[CH2:9]1.[O:66]1[CH2:67][CH2:68][CH2:69][CH2:70]1.[OH:28][n:29]1[c:30]2[n:31][cH:32][cH:33][cH:34][c:35]2[n:36][n:37]1>>[NH:2]([CH:3]1[C:4](=[O:14])[NH:5][CH2:6][c:7]2[c:8]([cH:10][cH:11][cH:12][cH:13]2)[CH2:9]1)[C:25]([c:20]1[cH:19][c:18]2[cH:17][c:16]([Cl:15])[cH:24][cH:23][c:22]2[nH:21]1)=[O:26].